From a dataset of the Open Reaction Database (ORD), a public repository of structured organic reaction records. describe an organic reaction: reactants, conditions, products, and yield Reactants: FC1=C2C(C(NC2=CC=C1)=O)(C)C (4-fluoro-3,3-dimethyl-1,3-dihydro-2H-indol-2-one), [N+](=O)(O)[O-] (nitric acid). Solvent: S(O)(O)(=O)=O (sulfuric acid), S(O)(O)(=O)=O (sulfuric acid). Conditions: time 30 minute. Yields the product FC1=C2C(C(NC2=CC=C1[N+](=O)[O-])=O)(C)C (4-fluoro-3,3-dimethyl-5-nitro-1,3-dihydro-2H-indol-2-one). Reaction SMILES: [F:1][C:2]1[CH:10]=[CH:9][CH:8]=[C:7]2[C:3]=1[C:4]([CH3:13])([CH3:12])[C:5](=[O:11])[NH:6]2.[N+:14]([O-])([OH:16])=[O:15]>S(=O)(=O)(O)O>[F:1][C:2]1[C:10]([N+:14]([O-:16])=[O:15])=[CH:9][CH:8]=[C:7]2[C:3]=1[C:4]([CH3:13])([CH3:12])[C:5](=[O:11])[NH:6]2. Reported procedure: To a solution of 4-fluoro-3,3-dimethyl-1,3-dihydro-2H-indol-2-one (4.1 g) in concentrated sulfuric acid (60 mL) was added dropwise a mixture of fuming nitric acid (0.99 mL) and concentrated sulfuric acid (10 mL) over 30 min at −30° C. The reaction mixture was stirred between −30° C. to 0° C. for 30 min, and poured into ice. The resulting solid was collected by filtration, washed with water, and dissolved in ethyl acetate. The obtained solution was washed with water and saturated brine, dried ove... Starting materials: FC(C(=O)O)(F)F (Trifluoroacetic acid), COC1=C(C(=NC=C1C)CN1N=C2CCSC=3N=C(N=C1C23)N(C(=O)OC(C)(C)C)C(=O)OC(C)(C)C)C (di-tert-butyl {2-[(4-methoxy-3,5-dimethylpyridin-2-yl)methyl]-7,8-dihydro-2H-6-thia-1,2,3,5-tetraazaacenaphthylen-4-yl}imidodicarbonate), NC1=NC(=C(C(=N1)Cl)C(CC=C)O)Cl (1-(2-Amino-4,6-dichloropyrimidin-5-yl)-3-buten-1-ol). The solvent is ClCCl (dichloromethane). Run at time 2 hour. Product: COC1=C(C(=NC=C1C)CN1N=C2CCSC=3N=C(N=C1C23)N)C (2-[(4-Methoxy-3,5-dimethylpyridin-2-yl)methyl]-7,8-dihydro-2H-6-thia-1,2,3,5-tetraazaacenaphthylen-4-amine). The yield is 85.0%. Reaction SMILES: FC(F)(F)C(O)=O.[CH3:8][O:9][C:10]1[C:15]([CH3:16])=[CH:14][N:13]=[C:12]([CH2:17][N:18]2[C:28]3[C:29]4[C:20]([CH2:21][CH2:22][S:23][C:24]=4[N:25]=[C:26]([N:30](C(OC(C)(C)C)=O)C(OC(C)(C)C)=O)[N:27]=3)=[N:19]2)[C:11]=1[CH3:45].NC1N=C(Cl)C(C(O)CC=C)=C(Cl)N=1>ClCCl>[CH3:8][O:9][C:10]1[C:15]([CH3:16])=[CH:14][N:13]=[C:12]([CH2:17][N:18]2[C:28]3[C:29]4[C:20]([CH2:21][CH2:22][S:23][C:24]=4[N:25]=[C:26]([NH2:30])[N:27]=3)=[N:19]2)[C:11]=1[CH3:45]. Procedure: Trifluoroacetic acid (0.5 mL) was added to a mixture composed of di-tert-butyl {2-[(4-methoxy-3,5-dimethylpyridin-2-yl)methyl]-7,8-dihydro-2H-6-thia-1,2,3,5-tetraazaacenaphthylen-4-yl}imidodicarbonate of Step 10) of Example 1 (59 mg) and dichloromethane (2 mL) under cooling in an ice bath. Then, the ice bath was removed and the mixture was stirred for two hours. The reaction solution was concentrated under reduced pressure. Then, the resulting residue was dissolved in ethyl acetate and sequentia... Starting materials: NCCN1C(NC(C1(C)C)=O)=O (1-(2-aminoethyl)-5,5-dimethylimidazolidine-2,4-dione), C(C)(C)N(C(C)C)CC (N,N-diisopropylethylamine), CN1C(CCC1)=O (N-methylpyrrolidinone), BrC1=CC=C(S1)C1=NC(=NC=C1)Cl (4-(5-bromothiophen-2-yl)-2-chloropyrimidine). Run in CO (MeOH), C1(=CC=CC=C1)C (toluene). Reaction conditions: temperature 180 celsius. Yields the product BrC1=CC=C(S1)C1=NC(=NC=C1)NCCN1C(NC(C1(C)C)=O)=O (1-{2-[4-(5-Bromothiophen-2-yl)pyrimidin-2-ylamino]ethyl}-5,5-dimethylimidazolidine-2,4-dione). As a reaction SMILES: [NH2:1][CH2:2][CH2:3][N:4]1[C:8]([CH3:10])([CH3:9])[C:7](=[O:11])[NH:6][C:5]1=[O:12].C(N(CC)C(C)C)(C)C.CN1CCCC1=O.[Br:29][C:30]1[S:34][C:33]([C:35]2[CH:40]=[CH:39][N:38]=[C:37](Cl)[N:36]=2)=[CH:32][CH:31]=1>CO.C1(C)C=CC=CC=1>[Br:29][C:30]1[S:34][C:33]([C:35]2[CH:40]=[CH:39][N:38]=[C:37]([NH:1][CH2:2][CH2:3][N:4]3[C:8]([CH3:9])([CH3:10])[C:7](=[O:11])[NH:6][C:5]3=[O:12])[N:36]=2)=[CH:32][CH:31]=1. Reported procedure: 1.22 mL (0.71 mmol) of a 10% (w/v) solution of 1-(2-aminoethyl)-5,5-dimethylimidazolidine-2,4-dione in MeOH was added to a 10 mL microwave vessel. The MeOH was evaporated with a stream of N2, to leave an oily solid which was dissolved in 0.34 mL (2.0 mmol) of N,N-diisopropylethylamine, 0.5 mL of N-methylpyrrolidinone and 3.5 mL of toluene, to which was added 0.15 g (0.65 mmol) of 4-(5-bromothiophen-2-yl)-2-chloropyrimidine. The reaction solution was heated in a microwave to 180° C. for 20 min th... The reactants are FC1=CC2=C(C(=NO2)C2CCNCC2)C=C1 (4-(6-fluoro-1,2-benzisoxazol-3-yl)piperidine). The solvent is C(C)(C)O (isopropyl alcohol). Conditions: time 2 day. Product: FC1=CC2=C(C(=NO2)C2CCN(CC2)CC(CC)O)C=C1 (1-[4-(6-Fluoro-1,2-benzisoxazol-3-yl)-1-piperidinyl]-2-hydroxybutane). The yield is 53.6%. As a reaction SMILES: [F:1][C:2]1[CH:16]=[CH:15][C:5]2[C:6]([CH:9]3[CH2:14][CH2:13][NH:12][CH2:11][CH2:10]3)=[N:7][O:8][C:4]=2[CH:3]=1>C(O)(C)C>[F:1][C:2]1[CH:16]=[CH:15][C:5]2[C:6]([CH:9]3[CH2:10][CH2:11][N:12]([CH2:5][CH:4]([OH:8])[CH2:3][CH3:2])[CH2:13][CH2:14]3)=[N:7][O:8][C:4]=2[CH:3]=1. Procedure: A stirred mixture of 4-(6-fluoro-1,2-benzisoxazol-3-yl)piperidine (5.5 g, 25 mmol) and 1,2-expoxybutane (1.89 g, 26.3 mmol) in isopropyl alcohol (100 ml) was heated at 65 C. for 2 days. This mixture was cooled and the solvent was removed to leave a brown oil which was purified by flash chromatography over a silica gel column (SiO2, 70 g; eluted with DCM, 1 l and MeOH:DCM 2%:98%) to give an off-white solid weighing 6.3 g. Recrystallization from hot ethanol yielded 1.96 g of fine crystals, m.p. 87... Reactants: CC#N, O=C=NS(=O)(=O)c1ccccc1Cl, Cc1nnc(N)nc1C. Yields the product Cc1nnc(NC(=O)NS(=O)(=O)c2ccccc2Cl)nc1C. As a reaction SMILES: [CH3:23][C:24]#[N:25].[Cl:10][c:11]1[c:12]([S:17](=[O:18])(=[O:19])[N:20]=[C:21]=[O:22])[cH:13][cH:14][cH:15][cH:16]1.[NH2:1][c:2]1[n:3][n:4][c:5]([CH3:9])[c:6]([CH3:8])[n:7]1>>[NH:1]([c:2]1[n:3][n:4][c:5]([CH3:9])[c:6]([CH3:8])[n:7]1)[C:21]([NH:20][S:17]([c:12]1[c:11]([Cl:10])[cH:16][cH:15][cH:14][cH:13]1)(=[O:18])=[O:19])=[O:22]. Starting materials: C(CCCCCCC)(=O)C1=CNC2=CC(=CC=C12)C(=O)O (3-(n-Octanoyl)indole-6-carboxylic acid), Cl(=O)(=O)(=O)O (perchloric acid). Reagents/catalysts: [Pd] (palladium on charcoal). Solvent: C(C)(=O)OCC (ethyl acetate), C(C)(=O)O (acetic acid). Yields the product Cl.C(CCCCCCC)C1CNC2=CC(=CC=C12)C(=O)O ((RS)-3-(n-octyl)indoline-6-carboxylic acid hydrochloride). Reaction SMILES: [C:1]([C:10]1[C:18]2[C:13](=[CH:14][C:15]([C:19]([OH:21])=[O:20])=[CH:16][CH:17]=2)[NH:12][CH:11]=1)(=O)[CH2:2][CH2:3][CH2:4][CH2:5][CH2:6][CH2:7][CH3:8].[Cl:22](O)(=O)(=O)=O>C(O)(=O)C.[Pd].C(OCC)(=O)C>[ClH:22].[CH2:1]([CH:10]1[C:18]2[C:13](=[CH:14][C:15]([C:19]([OH:21])=[O:20])=[CH:16][CH:17]=2)[NH:12][CH2:11]1)[CH2:2][CH2:3][CH2:4][CH2:5][CH2:6][CH2:7][CH3:8] |f:5.6|. Procedure: 3-(n-Octanoyl)indole-6-carboxylic acid (39.4 g) in glacial acetic acid (860 ml), containing perchloric acid (37 ml, of strength 70% w/v), was hydrogenated over palladium on charcoal (17 g of 5% w/w) at atmospheric pressure and at a temperature between 80°-90° C. The catalyst was removed by hot filtration through diatomaceous earth and on cooling a solid separated which was collected. The solid was washed with diethyl ether (2×100 ml) and was dissolved in ethyl acetate. The ethyl acetate solution...